describe an organic reaction: reactants, conditions, products, and yield From a dataset of the Open Reaction Database (ORD), a public repository of structured organic reaction records. Conditions: time 3 day. Procedure: Compound 73 (32 gm, 0.1 mol) was added to a well stirred suspension of 2′, 3′-isopropylidene adenosine-5′-carboxylic acid (36.5 gm, 0.11 mol), DCC (24.5 gm, 0.118 mol), N-hydroxy-succinimide (11.87 gm, 0.11 mol) in DMF (200 ml), and was followed by the addition of diisopropyl ethylamine (40 ml, 0.22 mol) at room temperature. The reaction mixture became clear after the addition of diisopropyl ethylamine, and urea started precipitating after some time. The reaction was left at room temperature for... Starting materials: 2′, 3′-isopropylidene adenosine-5′-carboxylic acid, C1CCC(CC1)N=C=NC2CCCCC2 (DCC), ON1C(CCC1=O)=O (N-hydroxy-succinimide), CN(C)C=O (DMF), C(C)(C)N(CC)C(C)C (diisopropyl ethylamine), NC(=O)N (urea), C(C)(=O)O (acetic acid), C1(NCC2=CC=CC=C12)=O (2,3-Dihydro-1H-isoindol-1-one), C(C)(C)N(CC)C(C)C (diisopropyl ethylamine). Reaction SMILES: [C:1]1(=[O:10])[C:9]2[C:4](=[CH:5][CH:6]=[CH:7][CH:8]=2)[CH2:3][NH:2]1.C1CCC(N=C=[N:19][CH:20]2CCCCC2)CC1.O[N:27]1[C:31](=O)[CH2:30][CH2:29][C:28]1=[O:33].[CH:34](N(C(C)C)CC)(C)C.[NH2:43][C:44]([NH2:46])=O.[C:47]([OH:50])(=[O:49])[CH3:48].CN([CH:54]=[O:55])C>>[CH3:48][C:47]1([CH3:34])[O:50][CH:30]2[CH:29]([CH:28]([CH2:54][OH:55])[O:33][CH:31]2[N:27]2[C:9]3[N:43]=[CH:44][N:46]=[C:3]([NH2:2])[C:4]=3[N:19]=[CH:20]2)[O:49]1.[C:1]1(=[O:10])[C:9]2[C:4](=[CH:5][CH:6]=[CH:7][CH:8]=2)[CH2:3][NH:2]1. The product is CC1(OC2C(OC(C2O1)N3C=NC4=C3N=CN=C4N)CO)C (2′,3′-isopropylidene adenosine), C1(NCC2=CC=CC=C12)=O (2,3-Dihydro-1H-isoindol-1-one). Reactants: C(C)(C)(C)C=1N=C(C=2C(N1)=NN(N2)CC)N2CC(CC2)(F)F (5-tert-Butyl-7-(3,3-difluoro-pyrrolidin-1-yl)-2-ethyl-2H-[1,2,3]triazolo[4,5-d]pyrimidine), C(C)(C)(C)C=1N=C(C2=C(N1)NN=N2)N2CC(CC2)(F)F (5-tert-butyl-7-(3,3-difluoropyrrolidin-1-yl)-3H-[1,2,3]triazolo[4,5-d]pyrimidine), BrCC1=NON=C1C (3-(bromomethyl)-4-methyl-1,2,5-oxadiazole). Product: C(C)(C)(C)C=1N=C(C=2C(N1)=NN(N2)CC2=NON=C2C)N2CC(CC2)(F)F (5-tert-Butyl-7-(3,3-difluoro-pyrrolidin-1-yl)-2-(4-methyl-furazan-3-ylmethyl)-2H-[1,2,3]triazolo[4,5-d]pyrimidine). As a reaction SMILES: [C:1]([C:5]1[N:6]=[C:7]([N:16]2[CH2:20][CH2:19][C:18]([F:22])([F:21])[CH2:17]2)[C:8]2[C:9](=[N:11][N:12]([CH2:14][CH3:15])[N:13]=2)[N:10]=1)([CH3:4])([CH3:3])[CH3:2].C(C1N=C(N2CCC(F)(F)C2)C2N=NNC=2N=1)(C)(C)C.Br[CH2:44][C:45]1C(C)=[N:48][O:47][N:46]=1>>[C:1]([C:5]1[N:6]=[C:7]([N:16]2[CH2:20][CH2:19][C:18]([F:21])([F:22])[CH2:17]2)[C:8]2[C:9](=[N:11][N:12]([CH2:14][C:15]3[C:45]([CH3:44])=[N:46][O:47][N:48]=3)[N:13]=2)[N:10]=1)([CH3:2])([CH3:3])[CH3:4]. Procedure details: In analogy to the procedure described for the synthesis of 5-tert-butyl-7-(3,3-difluoro-pyrrolidin-1-yl)-2-ethyl-2H-[1,2,3]triazolo[4,5-d]pyrimidine (example 3, step b), the title compound was prepared from 5-tert-butyl-7-(3,3-difluoropyrrolidin-1-yl)-3H-[1,2,3]triazolo[4,5-d]pyrimidine and 3-(bromomethyl)-4-methyl-1,2,5-oxadiazole and isolated as light yellow gum. MS (m/e): 379.3 (MH+).